Dataset: the Open Reaction Database (ORD), a public repository of structured organic reaction records. Task: describe an organic reaction: reactants, conditions, products, and yield Starting materials: C(C(=C)C)(=O)Cl (methacryloyl chloride), ClC1=C(C=CC=C1Cl)N1N=C(CC1=O)N (1-(2,3-dichlorophenyl)-3-amino-2-pyrazoline-5-one), N1=CC=CC=C1 (pyridine), [N+](=O)([O-])C1=CC=CC=C1 (nitrobenzene), [OH-].[Na+] (sodium hydroxide). Solvent: O1CCCC1 (tetrahydrofuran), O (water), C(C)(=O)O (acetic acid). Conditions: time 30 minute. Product: ClC1=C(C=CC=C1Cl)N1N=C(CC1=O)NC(C(=C)C)=O (1-(2,3-dichlorophenyl)-3-methacryloylamino-2-pyrazoline-5-one). RXN SMILES: [Cl:1][C:2]1[C:7]([Cl:8])=[CH:6][CH:5]=[CH:4][C:3]=1[N:9]1[C:13](=[O:14])[CH2:12][C:11]([NH2:15])=[N:10]1.N1C=CC=CC=1.[N+](C1C=CC=CC=1)([O-])=O.[C:31](Cl)(=[O:35])[C:32]([CH3:34])=[CH2:33].[OH-].[Na+]>C(O)(=O)C.O.O1CCCC1>[Cl:1][C:2]1[C:7]([Cl:8])=[CH:6][CH:5]=[CH:4][C:3]=1[N:9]1[C:13](=[O:14])[CH2:12][C:11]([NH:15][C:31](=[O:35])[C:32]([CH3:34])=[CH2:33])=[N:10]1 |f:4.5|. Procedure details: Forty grams (0.16 mole) of 1-(2,3-dichlorophenyl)-3-amino-2-pyrazoline-5-one, 30.4 ml (0.38 mole) of pyridine, and 4.0 ml of nitrobenzene were added to 600 ml of tetrahydrofuran, and to the mixture, cooled by ice, were added dropwise 39.2 g (0.38 mole) of methacryloyl chloride, and the liquid was stirred for 30 minutes, and then poured into 4 liters of water, extracted with use of ethyl acetate, then dried with use of anhydrous sodium sulfate, and then the solvent was distilled off under reduced... The solvent is CN(C)C=O (DMF). The reactants are C(#N)C1=CC(=C(C=C1)NS(=O)(=O)Cl)OC (N-(4-cyano-2-methoxyphenyl)-sulfamoyl chloride), BrC1=C(N)C=CC=C1 (2-bromoaniline). As a reaction SMILES: [C:1]([C:3]1[CH:8]=[CH:7][C:6]([NH:9][S:10](Cl)(=[O:12])=[O:11])=[C:5]([O:14][CH3:15])[CH:4]=1)#[N:2].[Br:16][C:17]1[CH:23]=[CH:22][CH:21]=[CH:20][C:18]=1[NH2:19]>CN(C=O)C>[C:1]([C:3]1[CH:8]=[CH:7][C:6]([NH:9][S:10]([NH:19][C:18]2[CH:20]=[CH:21][CH:22]=[CH:23][C:17]=2[Br:16])(=[O:12])=[O:11])=[C:5]([O:14][CH3:15])[CH:4]=1)#[N:2]. Procedure details: To a solution of N-(4-cyano-2-methoxyphenyl)-sulfamoyl chloride (1 mmol) in DMF (1 mL) is added 2-bromoaniline (1 mmol). Upon completion of the reaction, an aqueous work up is performed. The crude material will be purified by either recrystalization or chromatography to give N-(4-Cyano-2-methoxyphenyl)-N′-(2-bromophenyl) sulfamide. Product: C(#N)C1=CC(=C(C=C1)NS(=O)(=O)NC1=C(C=CC=C1)Br)OC (N-(4-Cyano-2-methoxyphenyl)-N′-(2-bromophenyl) sulfamide). The reactants are COC(=O)C=1NC2=CC(=CC=C2C1)OC (6-methoxy-1H-indole-2-carboxylic acid methyl ester), [H-].[Na+] (sodium hydride), oil, IC (iodomethane), O (water). Solvent: CN(C=O)C (N,N-dimethylformamide), C(C)OCC (diethyl ether). Run at time 15 minute. The product is COC(=O)C=1N(C2=CC(=CC=C2C1)O)C (6-hydroxy-1-methyl-1H-indole-2-carboxylic acid methyl ester). Isolated yield 88.1%. RXN SMILES: [CH3:1][O:2][C:3]([C:5]1[NH:6][C:7]2[C:12]([CH:13]=1)=[CH:11][CH:10]=[C:9]([O:14]C)[CH:8]=2)=[O:4].[H-].[Na+].I[CH3:19].O>CN(C)C=O.C(OCC)C>[CH3:1][O:2][C:3]([C:5]1[N:6]([CH3:19])[C:7]2[C:12]([CH:13]=1)=[CH:11][CH:10]=[C:9]([OH:14])[CH:8]=2)=[O:4] |f:1.2|. Procedure details: To a solution of 6-methoxy-1H-indole-2-carboxylic acid methyl ester (11.57 g, 56.38 mmol) in N,N-dimethylformamide (DMF) (100 mL) was added 60% sodium hydride in oil (2.93 g, 73.29 mmol) under ice cooling. After the mixture was stirred for 15 minutes, iodomethane (3.86 mL, 62.02 mmol) was added and the mixture was stirred at the same temperature for 1 hour. To the mixture were added water and diethyl ether (Et2O), and then resulting precipitate was collected by filtration. The white precipitate ... Starting materials: O (water), [H-].[Na+] (NaH), CC(C)[Si](C(C)C)(C(C)C)Cl (TIPSCl), BrC=1C=CC=2C3=C(NC2C1)CCN(C3)C(=O)OC(C)(C)C (tert-Butyl 7-bromo-3,4-dihydro-1H-pyrido[4,3-b]indole-2(5H)-carboxylate). The solvent is CN(C)C=O (DMF). Run at time 1 hour. Yields the product BrC=1C=CC=2C3=C(N(C2C1)[Si](C(C)C)(C(C)C)C(C)C)CCN(C3)C(=O)OC(C)(C)C (tert-Butyl 7-bromo-5-(triisopropylsilyl)-3,4-dihydro-1H-pyrido[4,3-b]indole-2(5H)-carboxylate). Isolated yield 60.7%. RXN SMILES: [Br:1][C:2]1[CH:3]=[CH:4][C:5]2[C:6]3[CH2:14][N:13]([C:15]([O:17][C:18]([CH3:21])([CH3:20])[CH3:19])=[O:16])[CH2:12][CH2:11][C:7]=3[NH:8][C:9]=2[CH:10]=1.[H-].[Na+].[CH3:24][CH:25]([Si:27](Cl)([CH:31]([CH3:33])[CH3:32])[CH:28]([CH3:30])[CH3:29])[CH3:26].O>CN(C=O)C>[Br:1][C:2]1[CH:3]=[CH:4][C:5]2[C:6]3[CH2:14][N:13]([C:15]([O:17][C:18]([CH3:21])([CH3:20])[CH3:19])=[O:16])[CH2:12][CH2:11][C:7]=3[N:8]([Si:27]([CH:31]([CH3:33])[CH3:32])([CH:28]([CH3:30])[CH3:29])[CH:25]([CH3:26])[CH3:24])[C:9]=2[CH:10]=1 |f:1.2|. Procedure details: tert-Butyl 7-bromo-3,4-dihydro-1H-pyrido[4,3-b]indole-2(5H)-carboxylate (300 mg, 0.85 mmol) was dissolved in DMF (3 mL), and NaH (60% weight dispersion in mineral oil, 40 mg, 1.02 mmol) and TIPSCl (164 mg, 1.02 mmol) were added. After stirring for 1 h, the mixture was poured into water and extracted with EtOAc. Concentration of the organic extracts and purification of the residue by flash column chromatography (silica gel, EtOAc/hexanes) provided the title compound (262 mg, 61%) as a clear oil: ...